This data is from the Open Reaction Database (ORD), a public repository of structured organic reaction records. The task is: describe an organic reaction: reactants, conditions, products, and yield Reactants: N(=NC(=O)OC)C(=O)OC (dimethyl azodicarboxylate), ClC1=C(C=CC(=C1)Cl)C(CO)(CCC)OC(C)C (2-(2,4-dichlorophenyl)-2-isopropoxypentan-1-ol), C1(=CC=CC=C1)P(C1=CC=CC=C1)C1=CC=CC=C1 (triphenylphosphine), N1N=CN=C1 (1,2,4-triazole). Run in O1CCCC1 (tetrahydrofuran). Conditions: time 3 hour. Yields the product N1(N=CN=C1)CC(CCC)(C1=C(C=C(C=C1)Cl)Cl)OC(C)C (1-(1H-1,2,4-triazol-1-yl)-2-isopropoxy-2-(2,4-dichlorophenyl)-pentane). As a reaction SMILES: N(C(OC)=O)=NC(OC)=O.[Cl:11][C:12]1[CH:17]=[C:16]([Cl:18])[CH:15]=[CH:14][C:13]=1[C:19]([O:25][CH:26]([CH3:28])[CH3:27])([CH2:22][CH2:23][CH3:24])[CH2:20]O.C1(P(C2C=CC=CC=2)C2C=CC=CC=2)C=CC=CC=1.[NH:48]1[CH:52]=[N:51][CH:50]=[N:49]1>O1CCCC1>[N:48]1([CH2:20][C:19]([O:25][CH:26]([CH3:28])[CH3:27])([C:13]2[CH:14]=[CH:15][C:16]([Cl:18])=[CH:17][C:12]=2[Cl:11])[CH2:22][CH2:23][CH3:24])[CH:52]=[N:51][CH:50]=[N:49]1. Procedure details: A solution of 5.5 g (30 mmoles) of dimethyl azodicarboxylate is added dropwise, at room temperature, to a solution of 5.8 g (20 mmoles) of 2-(2,4-dichlorophenyl)-2-isopropoxypentan-1-ol, 7.9 g (30 mmoles) of triphenylphosphine and 1.66 g (24 mmoles) of 1,2,4-triazole in 100 ml of absolute tetrahydrofuran, and the reaction mixture is then stirred for 3 hours at room temperature and then for a further 16 hours at 50° C. and is evaporated; the residue is digested with 100 ml of diethyl ether, the i... Starting materials: C[S-].[Na+] (Sodium thiomethoxide), COC(=O)C=1SC(=C(C1)S(=O)(=O)C1=CC(=CC(=C1)OC(C)(C)C)Br)[N+](=O)[O-] (4-(3-bromo-5-tert-butoxy-benzenesulfonyl)-5-nitro-thiophene-2-carboxylic acid methyl ester), C(C)(=O)O (acetic acid). Solvent: CCOC(=O)C (EtOAc), C1CCOC1 (THF). Reaction conditions: temperature -78 celsius, time 30 minute. Yields the product COC(=O)C=1SC(=C(C1)S(=O)(=O)C1=CC(=CC(=C1)OC(C)(C)C)Br)SC (4-(3-Bromo-5-tert-butoxy-benzenesulfonyl)-5-methylsulfanyl-thiophene-2-carboxylic acid methyl ester). Yield: 77.2%. Reaction SMILES: [CH3:1][S-:2].[Na+].[CH3:4][O:5][C:6]([C:8]1[S:9][C:10]([N+]([O-])=O)=[C:11]([S:13]([C:16]2[CH:21]=[C:20]([O:22][C:23]([CH3:26])([CH3:25])[CH3:24])[CH:19]=[C:18]([Br:27])[CH:17]=2)(=[O:15])=[O:14])[CH:12]=1)=[O:7].C(O)(=O)C>C1COCC1.CCOC(C)=O>[CH3:4][O:5][C:6]([C:8]1[S:9][C:10]([S:2][CH3:1])=[C:11]([S:13]([C:16]2[CH:21]=[C:20]([O:22][C:23]([CH3:26])([CH3:25])[CH3:24])[CH:19]=[C:18]([Br:27])[CH:17]=2)(=[O:15])=[O:14])[CH:12]=1)=[O:7] |f:0.1|. Procedure: Sodium thiomethoxide (1M in EtOH, 4.4 mL, 4.4 mmol) was added dropwise to a −78° C. solution of 4-(3-bromo-5-tert-butoxy-benzenesulfonyl)-5-nitro-thiophene-2-carboxylic acid methyl ester (1.91 g, 4.0 mmol) in THF (40 mL). The solution was stirred for 30 min at −78° C. and glacial acetic acid (1 mL) was added. The solution was diluted with EtOAc (60 mL), extracted with NaHCO3 (2×30 mL), water (2×20 mL), brine (30 mL), and was dried over sodium sulfate. Concentration of the solution in vacuo follo... Starting materials: CCO, O=C1CCC(N2C(=O)c3ccccc3C2=O)c2c(Cl)ccc([N+](=O)[O-])c21, C1COCCO1. Yields the product Nc1ccc(Cl)c2c1C(=O)CCC2N1C(=O)c2ccccc2C1=O. As a reaction SMILES: [CH3:33][CH2:34][OH:35].[Cl:1][c:2]1[c:3]2[c:8]([c:9]([N+:12]([O-:13])=[O:14])[cH:10][cH:11]1)[C:7](=[O:15])[CH2:6][CH2:5][CH:4]2[N:16]1[C:17](=[O:26])[c:18]2[cH:19][cH:20][cH:21][cH:22][c:23]2[C:24]1=[O:25].[O:27]1[CH2:28][CH2:29][O:30][CH2:31][CH2:32]1>>[Cl:1][c:2]1[c:3]2[c:8]([c:9]([NH2:12])[cH:10][cH:11]1)[C:7](=[O:15])[CH2:6][CH2:5][CH:4]2[N:16]1[C:17](=[O:26])[c:18]2[cH:19][cH:20][cH:21][cH:22][c:23]2[C:24]1=[O:25]. Reactants: B, CCCNC1CCc2c(cccc2OC)C1, CN(C)C, Cl, O=C(O)COc1ccccc1. Product: CCCN(CCOc1ccccc1)C1CCc2c(cccc2OC)C1. RXN SMILES: [BH3:32].[CH2:1]([CH2:2][CH3:3])[NH:4][CH:5]1[CH2:6][c:7]2[cH:8][cH:9][cH:10][c:11]([O:15][CH3:16])[c:12]2[CH2:13][CH2:14]1.[CH3:28][N:29]([CH3:30])[CH3:31].[ClH:33].[OH:17][C:18](=[O:19])[CH2:20][O:21][c:22]1[cH:23][cH:24][cH:25][cH:26][cH:27]1>>[CH2:1]([CH2:2][CH3:3])[N:4]([CH:5]1[CH2:6][c:7]2[cH:8][cH:9][cH:10][c:11]([O:15][CH3:16])[c:12]2[CH2:13][CH2:14]1)[CH2:18][CH2:20][O:21][c:22]1[cH:23][cH:24][cH:25][cH:26][cH:27]1. Starting materials: C(CCC)N(C(=O)CN)C1=C(C=C(C=C1OC)C)OC ([butyl(2,6-dimethoxy-4-methylphenyl)carbamoyl]methylamine), COC(=O)CN1C(=CC2=CC=CC=C12)C(=O)O (1-(methoxycarbonylmethyl)-2-indolecarboxylic acid). Yields the product C(CCC)N(C(=O)CNC(=O)C=1N(C2=CC=CC=C2C1)CC(=O)OC)C1=C(C=C(C=C1OC)C)OC (Methyl [2-{[butyl(2,6-dimethoxy-4-methylphenyl)carbamoyl]methylcarbamoyl}-1-indolyl]acetate). Yield: 90.0%. RXN SMILES: [CH2:1]([N:5]([C:10]1[C:15]([O:16][CH3:17])=[CH:14][C:13]([CH3:18])=[CH:12][C:11]=1[O:19][CH3:20])[C:6]([CH2:8][NH2:9])=[O:7])[CH2:2][CH2:3][CH3:4].[CH3:21][O:22][C:23]([CH2:25][N:26]1[C:34]2[C:29](=[CH:30][CH:31]=[CH:32][CH:33]=2)[CH:28]=[C:27]1[C:35](O)=[O:36])=[O:24]>>[CH2:1]([N:5]([C:10]1[C:15]([O:16][CH3:17])=[CH:14][C:13]([CH3:18])=[CH:12][C:11]=1[O:19][CH3:20])[C:6]([CH2:8][NH:9][C:35]([C:27]1[N:26]([CH2:25][C:23]([O:22][CH3:21])=[O:24])[C:34]2[C:29]([CH:28]=1)=[CH:30][CH:31]=[CH:32][CH:33]=2)=[O:36])=[O:7])[CH2:2][CH2:3][CH3:4]. Procedure: This product is prepared according to the process described in EXAMPLE 1 from [butyl(2,6-dimethoxy-4-methylphenyl)carbamoyl]methylamine and 1-(methoxycarbonylmethyl)-2-indolecarboxylic acid; M.p.=139° C.; Yield: 90%. Reaction SMILES: [CH3:40][N:41]1[C:42](=[O:43])[CH2:44][CH2:45][CH2:46]1.[Cl:1][c:2]1[cH:3][cH:4][c:5](-[c:8]2[c:9](-[c:29]3[cH:30][cH:31][c:32]([O:35][CH3:36])[cH:33][cH:34]3)[c:10]3[n:11]([cH:12][cH:13]2)[c:14](=[O:28])[n:15]([CH2:17][c:18]2[cH:19][n:20][c:21]([C:24]([F:25])([F:26])[F:27])[cH:22][cH:23]2)[n:16]3)[cH:6][cH:7]1.[Cu:37][C:38]#[N:39]>>[c:2]1([C:38]#[N:39])[cH:3][cH:4][c:5](-[c:8]2[c:9](-[c:29]3[cH:30][cH:31][c:32]([O:35][CH3:36])[cH:33][cH:34]3)[c:10]3[n:11]([cH:12][cH:13]2)[c:14](=[O:28])[n:15]([CH2:17][c:18]2[cH:19][n:20][c:21]([C:24]([F:25])([F:26])[F:27])[cH:22][cH:23]2)[n:16]3)[cH:6][cH:7]1. Product: COc1ccc(-c2c(-c3ccc(C#N)cc3)ccn3c(=O)n(Cc4ccc(C(F)(F)F)nc4)nc23)cc1. Starting materials: CN1CCCC1=O, COc1ccc(-c2c(-c3ccc(Cl)cc3)ccn3c(=O)n(Cc4ccc(C(F)(F)F)nc4)nc23)cc1, N#C[Cu]. Starting materials: CC(C)(C)[O-], COCCCl, [I-], [K+], [K+], CN(C)C=O, O=Cc1ccc(O)cc1. Product: COCCOc1ccc(C=O)cc1. Reaction SMILES: [CH3:12][C:13]([CH3:14])([O-:15])[CH3:16].[CH3:18][O:19][CH2:20][CH2:21][Cl:22].[I-:11].[K+:10].[K+:17].[O:23]=[CH:24][N:25]([CH3:26])[CH3:27].[OH:1][c:2]1[cH:3][cH:4][c:5]([CH:6]=[O:7])[cH:8][cH:9]1>>[O:1]([c:2]1[cH:3][cH:4][c:5]([CH:6]=[O:7])[cH:8][cH:9]1)[CH2:21][CH2:20][O:19][CH3:18].